This data is from the Open Reaction Database (ORD), a public repository of structured organic reaction records. The task is: describe an organic reaction: reactants, conditions, products, and yield The reactants are C1(=CC=CC=C1)S(=O)(=O)N1C=C(C2=CC=CC=C12)C=1N=C2C(=NC1)NC=C2C(=O)C2(CCCCC2)C ([2-(1-benzenesulfonyl-1H-indol-3-yl)-5H-pyrrolo[2,3-b]pyrazin-7-yl]-(1-methyl-cyclohexyl)-methanone). The solvent is C(Cl)Cl (DCM). Product: N1C=C(C2=CC=CC=C12)C=1N=C2C(=NC1)NC=C2C(=O)C2(CCCCC2)C ([2-(1H-Indol-3-yl)-5H-pyrrolo[2,3-b]pyrazin-7-yl]-(1-methyl-cyclohexyl)-methanone). As a reaction SMILES: C1(S([N:10]2[C:18]3[C:13](=[CH:14][CH:15]=[CH:16][CH:17]=3)[C:12]([C:19]3[N:20]=[C:21]4[C:27]([C:28]([C:30]5([CH3:36])[CH2:35][CH2:34][CH2:33][CH2:32][CH2:31]5)=[O:29])=[CH:26][NH:25][C:22]4=[N:23][CH:24]=3)=[CH:11]2)(=O)=O)C=CC=CC=1>C(Cl)Cl>[NH:10]1[C:18]2[C:13](=[CH:14][CH:15]=[CH:16][CH:17]=2)[C:12]([C:19]2[N:20]=[C:21]3[C:27]([C:28]([C:30]4([CH3:36])[CH2:31][CH2:32][CH2:33][CH2:34][CH2:35]4)=[O:29])=[CH:26][NH:25][C:22]3=[N:23][CH:24]=2)=[CH:11]1. Procedure details: [2-(1H-Indol-3-yl)-5H-pyrrolo[2,3-b]pyrazin-7-yl]-(1-methyl-cyclohexyl)-methanone was prepared following the same procedure by using [2-(1-benzenesulfonyl-1H-indol-3-yl)-5H-pyrrolo[2,3-b]pyrazin-7-yl]-(1-methyl-cyclohexyl)-methanone as starting material. The product was obtained in 70% after SiO2 chromatography (DCM/[DCM/MeOH 9.5/1] 10/0 to 0/10). The reactants are CC(C=O)CC1=CC=C(C=C1)C(C)C (2-methyl-3-(4-isopropylphenyl)-propionaldehyde), C(C)(C)(C)NO (N-tert-butylhydroxylamine), CC=1C=CC(=CC1)S(=O)(=O)O (p-TsOH). Solvent: C1(=CC=CC=C1)C (toluene). Run at time 18 hour. Product: C(C)(C)(C)[N+](=CC(CC1=CC=C(C=C1)C(C)C)C)[O-] (N-tert-butyl-C-[2-(4-isopropylphenyl)-1-methyethyl]nitrone). Isolated yield 25.2%. Reaction SMILES: [CH3:1][CH:2]([CH2:5][C:6]1[CH:11]=[CH:10][C:9]([CH:12]([CH3:14])[CH3:13])=[CH:8][CH:7]=1)[CH:3]=O.[C:15]([NH:19][OH:20])([CH3:18])([CH3:17])[CH3:16].CC1C=CC(S(O)(=O)=O)=CC=1>C1(C)C=CC=CC=1>[C:15]([N+:19]([O-:20])=[CH:3][CH:2]([CH3:1])[CH2:5][C:6]1[CH:11]=[CH:10][C:9]([CH:12]([CH3:14])[CH3:13])=[CH:8][CH:7]=1)([CH3:18])([CH3:17])[CH3:16]. Reported procedure: To a mixture of [2-methyl-3-(4-isopropylphenyl)-propionaldehyde] (3.0 g, 15.8 mmol, 1.0 equiv), N-tert-butylhydroxylamine (1.76 g, 19.7 mmol, 1.3 equiv) and toluene (60 ml) was added p-TsOH (50 mg), and the mixture was stirred at rt for 18 h. Removal of the solvent under reduced pressure gave a solid which was purified by column chromatography (EtOAc:hexane 1:1) to give N-tert-butyl-C-[2-(4-isopropylphenyl)-1-methyethyl]nitrone (1.04 g, 25.18%) as a white solid: 1H NMR (CDCl3) δ 7.12 (d, J=1.0, ... Reactants: O=C(CC(=O)OCc1ccccc1)OCc1ccccc1, C=C(P(=O)(OCC)OCC)P(=O)(OCC)OCC, C[O-], CC(C)O, [Cl-], [Cl-], [NH4+], [Na+], [Na+]. Product: CCOP(=O)(OCC)C(CC(C(=O)OCc1ccccc1)C(=O)OCc1ccccc1)P(=O)(OCC)OCC. RXN SMILES: [C:1]([CH2:2][C:3](=[O:4])[O:5][CH2:6][c:7]1[cH:8][cH:9][cH:10][cH:11][cH:12]1)(=[O:13])[O:14][CH2:15][c:16]1[cH:17][cH:18][cH:19][cH:20][cH:21]1.[C:25](=[CH2:26])([P:27]([O:28][CH2:29][CH3:30])([O:31][CH2:32][CH3:33])=[O:34])[P:35]([O:36][CH2:37][CH3:38])([O:39][CH2:40][CH3:41])=[O:42].[CH3:22][O-:23].[CH:47]([OH:48])([CH3:49])[CH3:50].[Cl-:43].[Cl-:46].[NH4+:44].[Na+:24].[Na+:45]>>[C:1]([CH:2]([C:3](=[O:4])[O:5][CH2:6][c:7]1[cH:8][cH:9][cH:10][cH:11][cH:12]1)[CH2:26][CH:25]([P:27]([O:28][CH2:29][CH3:30])([O:31][CH2:32][CH3:33])=[O:34])[P:35]([O:36][CH2:37][CH3:38])([O:39][CH2:40][CH3:41])=[O:42])(=[O:13])[O:14][CH2:15][c:16]1[cH:17][cH:18][cH:19][cH:20][cH:21]1. Reactants: CN1CCCC1=O, CCOCC, CCN(C(C)C)C(C)C, Cc1cc(Cl)nc(Cl)n1, [I-], [Na+], Nc1cc[nH]n1. Yields the product Cc1cc(Nc2ccn[nH]2)nc(Cl)n1. As a reaction SMILES: [CH3:27][N:28]1[CH2:29][CH2:30][CH2:31][C:32]1=[O:33].[CH3:34][CH2:35][O:36][CH2:37][CH3:38].[CH:18]([N:19]([CH2:20][CH3:21])[CH:22]([CH3:23])[CH3:24])([CH3:25])[CH3:26].[Cl:1][c:2]1[n:3][c:4]([CH3:9])[cH:5][c:6]([Cl:8])[n:7]1.[I-:16].[Na+:17].[nH:10]1[n:11][c:12]([NH2:15])[cH:13][cH:14]1>>[Cl:1][c:2]1[n:3][c:4]([CH3:9])[cH:5][c:6]([NH:15][c:12]2[nH:11][n:10][cH:14][cH:13]2)[n:7]1. The reactants are NC1=NC=CC(=C1N)C (2,3-diamino-4-methylpyridine), C(=S)=S (carbon disulfide), [OH-].[K+] (potassium hydroxide), O (Water), Cl (hydrochloric acid). Run in C(C)(=O)O (acetic acid), CO (methanol), C(C)O (ethanol). Yields the product SC1=NC=2C(=NC=CC2C)N1 (2-Mercapto-7-methyl-3H-imidazo[4,5-b]pyridine). As a reaction SMILES: [OH-].[K+].[NH2:3][C:4]1[C:9]([NH2:10])=[C:8]([CH3:11])[CH:7]=[CH:6][N:5]=1.O.Cl.[C:14](=S)=[S:15]>C(O)C.CO.C(O)(=O)C>[SH:15][C:14]1[NH:3][C:4]2=[N:5][CH:6]=[CH:7][C:8]([CH3:11])=[C:9]2[N:10]=1 |f:0.1|. Procedure: 5 g of potassium hydroxide dissolved in 30 ml of ethanol was dropwise added at 20° C. or below to a solution of 15 g of 2,3-diamino-4-methylpyridine in 15 ml of carbon disulfide and 60 ml of methanol, and the mixture was refluxed for 2 hr. Water and 7 ml of concentrated hydrochloric acid were added thereto, and acetic acid was then added thereto to weakly acidify the mixture. The precipitated solid was recovered by filtration. The solid was washed twice with a small amount of methanol and then d... Starting materials: compound, O1CCCC1 (tetrahydrofuran), C[Si](C)(C)[N-][Si](C)(C)C.[K+] (potassium bis-trimethylsilylamide), resultant mixture, C(=O)=O.CC(=O)C (dry ice acetone), O1CCCC1 (tetrahydrofuran). The reagents and catalysts are [Br-].C[P+](C1=CC=CC=C1)(C1=CC=CC=C1)C1=CC=CC=C1 (methyl triphenylphosphonium bromide). Run in CN(P(N(C)C)N(C)C)C (hexamethylphosphorous triamide). Run at temperature -60 celsius, time 1 hour. The product is C(C1=CC=CC=C1)OCC(=C)CCCCCCCCCCCCCCCCCC (2-benzyloxymethyl-1-eicosene). RXN SMILES: C[Si]([N-][Si](C)(C)C)(C)C.[K+].[C:11](=[O:13])=O.[CH3:14][C:15]([CH3:17])=O.O1[CH2:22][CH2:21][CH2:20][CH2:19]1>[Br-].C[P+](C1C=CC=CC=1)(C1C=CC=CC=1)C1C=CC=CC=1.CN(C)P(N(C)C)N(C)C>[CH2:14]([O:13][CH2:11][C:20]([CH2:21][CH2:22][CH2:19][CH2:20][CH2:21][CH2:22][CH2:19][CH2:20][CH2:21][CH2:22][CH2:19][CH2:20][CH2:21][CH2:22][CH2:19][CH2:20][CH2:21][CH3:22])=[CH2:19])[C:15]1[CH:17]=[CH:22][CH:21]=[CH:20][CH:19]=1 |f:0.1,2.3,5.6|. Reported procedure: To a stirred suspension of 5.0 g of methyl triphenylphosphonium bromide in 50 ml of anhydrous tetrahydrofuran and 4.0 ml of hexamethylphosphorous triamide was gradually added 27 ml of 0.5M potassium bis-trimethylsilylamide. The resultant mixture was then stirred at room temperature for 30 minutes, after which time it was cooled to -60° C. (dry ice/acetone bath) and treated dropwise with a solution of 8.0 g (210 mmol) of the compound of Example 2(b) in 50 ml of anhydrous tetrahydrofuran and stirr...